From a dataset of the Open Reaction Database (ORD), a public repository of structured organic reaction records. describe an organic reaction: reactants, conditions, products, and yield The reactants are FC1=C(C=CC(=C1)C(C(=O)OC)(C)O)C1=CC=CC=C1 (methyl 2-(2-fluoro-4-biphenylyl)-2-hydroxypropionate). Run in S(=O)(Cl)Cl (thionyl chloride). Run at temperature 50 celsius. The product is FC1=C(C=CC(=C1)C(C(=O)OC)C)C1=CC=CC=C1 (methyl 2-(2-fluoro-4-biphenylyl)propionate). Reaction SMILES: [F:1][C:2]1[CH:7]=[C:6]([C:8](O)([CH3:13])[C:9]([O:11][CH3:12])=[O:10])[CH:5]=[CH:4][C:3]=1[C:15]1[CH:20]=[CH:19][CH:18]=[CH:17][CH:16]=1>S(Cl)(Cl)=O>[F:1][C:2]1[CH:7]=[C:6]([CH:8]([CH3:13])[C:9]([O:11][CH3:12])=[O:10])[CH:5]=[CH:4][C:3]=1[C:15]1[CH:16]=[CH:17][CH:18]=[CH:19][CH:20]=1. Reported procedure: The product of Example I (5 g.) was heated under reflux with methanol (50 ml.) and concentrated sulphuric acid (1 ml.) for 4 hours. The product was poured into water, extracted with ether, the ether extracts dried and evaporated to give methyl 2-(2-fluoro-4-biphenylyl)-2-hydroxypropionate, m.p. 59°-61° C. This ester (1 g.) was dissolved in thionyl chloride (5 ml.) and heated on a water bath at 50° C. for two hours. Thionyl chloride was removed and the product was applied to preparative thin laye... As a reaction SMILES: [NH3:29].[nH:1]1[cH:2][n:3][c:4]2[c:5]1[cH:6][cH:7][c:8]([C:10](=[O:11])[N:12]1[CH2:13][CH2:14][CH2:15][CH:16]3[c:17]4[c:18]([cH:22][c:23]([C:26](=[O:27])[OH:28])[cH:24][cH:25]4)[CH2:19][CH2:20][CH:21]13)[cH:9]2>>[nH:1]1[cH:2][n:3][c:4]2[c:5]1[cH:6][cH:7][c:8]([C:10](=[O:11])[N:12]1[CH2:13][CH2:14][CH2:15][CH:16]3[c:17]4[c:18]([cH:22][c:23]([C:26](=[O:28])[NH2:29])[cH:24][cH:25]4)[CH2:19][CH2:20][CH:21]13)[cH:9]2. Reactants: N, O=C(O)c1ccc2c(c1)CCC1C2CCCN1C(=O)c1ccc2[nH]cnc2c1. The product is NC(=O)c1ccc2c(c1)CCC1C2CCCN1C(=O)c1ccc2[nH]cnc2c1. Starting materials: ClC1=CC(=C(C=C1O)N1N=C(N(C1=O)C)C(F)F)F (1-(4-chloro-2-fluoro-5-hydroxyphenyl)-3-difluoromethyl-4,5-dihydro-4-methyl-1,2,4-triazol-5(1H)-one), C([O-])([O-])=O.[K+].[K+] (potassium carbonate), BrC(C(=O)OC(C)(C)C)C (tert-butyl 2-bromopropionate). Solvent: CC(=O)C (acetone). Conditions: time 72 hour. Product: ClC1=C(OC(C(=O)OC(C)(C)C)C)C=C(C(=C1)F)N1N=C(N(C1=O)C)C(F)F (tert-butyl 2-[2-chloro-4-fluoro-5-(3-difluoromethyl-4,5-dihydro-4-methyl-5-oxo-1H-1,2,4-triazol-1-yl)phenoxy]propionate). Yield: 92.8%. Reaction SMILES: [Cl:1][C:2]1[C:7]([OH:8])=[CH:6][C:5]([N:9]2[C:13](=[O:14])[N:12]([CH3:15])[C:11]([CH:16]([F:18])[F:17])=[N:10]2)=[C:4]([F:19])[CH:3]=1.C(=O)([O-])[O-].[K+].[K+].Br[CH:27]([CH3:35])[C:28]([O:30][C:31]([CH3:34])([CH3:33])[CH3:32])=[O:29]>CC(C)=O>[Cl:1][C:2]1[CH:3]=[C:4]([F:19])[C:5]([N:9]2[C:13](=[O:14])[N:12]([CH3:15])[C:11]([CH:16]([F:17])[F:18])=[N:10]2)=[CH:6][C:7]=1[O:8][CH:27]([CH3:35])[C:28]([O:30][C:31]([CH3:34])([CH3:33])[CH3:32])=[O:29] |f:1.2.3|. Procedure details: A mixture of 0.7 g (0.0023 mole) of 1-(4-chloro-2-fluoro-5-hydroxyphenyl)-3-difluoromethyl-4,5-dihydro-4-methyl-1,2,4-triazol-5(1H)-one, 0.9 g (0.0067 mole) of potassium carbonate, and 0.6 g (0.0027 mole) of tert-butyl 2-bromopropionate in 40 mL of acetone was stirred at room temperature for approximately 72 hours. The reaction mixture was partitioned between water and methylene chloride and the organic phase was washed with water. After drying over anhydrous magnesium sulfate the organic phase ... Reactants: O=C1SCC(N1NS(=O)(=O)C)=O (N-(2,4-dioxo-thiazolidin-3-yl)-methanesulfonamide), ClC1=CC(=C(CN2N=CC3=CC(=CC=C23)C=O)C=C1)C(F)(F)F ([4-chloro-2-(trifluoromethyl)benzyl]-1H-indazol-5-carbaldehyde), C(O)CN (ethanolamine). The product is ClC1=CC(=C(CN2N=CC3=CC(=CC=C23)\C=C/2\C(N(C(S2)=O)NS(=O)(=O)C)=O)C=C1)C(F)(F)F (N-[(5Z)-5-({1-[4-Chloro-2-(trifluoromethyl)benzyl]-1H-indazol-5-yl}methylidene)-2,4-dioxo-1,3-thiazolidin-3-yl]methanesulfonamide). As a reaction SMILES: [O:1]=[C:2]1[N:6]([NH:7][S:8]([CH3:11])(=[O:10])=[O:9])[C:5](=[O:12])[CH2:4][S:3]1.[Cl:13][C:14]1[CH:31]=[CH:30][C:17]([CH2:18][N:19]2[C:27]3[C:22](=[CH:23][C:24]([CH:28]=O)=[CH:25][CH:26]=3)[CH:21]=[N:20]2)=[C:16]([C:32]([F:35])([F:34])[F:33])[CH:15]=1.C(CN)O>>[Cl:13][C:14]1[CH:31]=[CH:30][C:17]([CH2:18][N:19]2[C:27]3[C:22](=[CH:23][C:24](/[CH:28]=[C:4]4/[C:5](=[O:12])[N:6]([NH:7][S:8]([CH3:11])(=[O:10])=[O:9])[C:2](=[O:1])[S:3]/4)=[CH:25][CH:26]=3)[CH:21]=[N:20]2)=[C:16]([C:32]([F:33])([F:35])[F:34])[CH:15]=1. Procedure: N-[(5Z)-5-({1-[4-Chloro-2-(trifluoromethyl)benzyl]-1H-indazol-5-yl}methylidene)-2,4-dioxo-1,3-thiazolidin-3-yl]methanesulfonamide was prepared from N-(2,4-dioxo-thiazolidin-3-yl)-methanesulfonamide (from Example 360) and [4-chloro-2-(trifluoromethyl)benzyl]-1H-indazol-5-carbaldehyde (from Example 1) following General Procedure E. The compound was made as an ethanolamine salt following General Procedure T.